From a dataset of the Open Reaction Database (ORD), a public repository of structured organic reaction records. describe an organic reaction: reactants, conditions, products, and yield The reactants are CC1=C(C=CC=C1)C(C(=O)O)NC(=O)NC1=CC=C(C=C1)Cl (2-(2-methylphenyl)-2-(4-chlorophenylaminocarbonylamino)-acetic acid), O=C1N(CCOC1)C1=CC=C(C=C1)N (4-(3-oxo-morpholin-4-yl)phenylamine), C(CCl)Cl (EDC). Procedure details: To a solution of 2-(2-methylphenyl)-2-(4-chlorophenylaminocarbonylamino)-acetic acid (26 mg, 0.082 mmol) and 4-(3-oxo-morpholin-4-yl)phenylamine (23 mg, 0.12 mmol) in DMF (3 mL), EDC (39 mg, 0.20 mmol) was added. The reaction mixture was stirred at room temperature overnight. It was then concentrated in vacuo. The residue was purified by HPLC to give the titled compound as a white powder (27 mg). MS 493.2 and 495.2 (M+H, Cl pattern). Yield: 66.8%. Reaction SMILES: [CH3:1][C:2]1[CH:7]=[CH:6][CH:5]=[CH:4][C:3]=1[CH:8]([NH:12][C:13]([NH:15][C:16]1[CH:21]=[CH:20][C:19]([Cl:22])=[CH:18][CH:17]=1)=[O:14])[C:9]([OH:11])=O.[O:23]=[C:24]1[CH2:29][O:28][CH2:27][CH2:26][N:25]1[C:30]1[CH:35]=[CH:34][C:33]([NH2:36])=[CH:32][CH:31]=1.C(Cl)CCl>CN(C=O)C>[O:23]=[C:24]1[CH2:29][O:28][CH2:27][CH2:26][N:25]1[C:30]1[CH:31]=[CH:32][C:33]([NH:36][C:9](=[O:11])[CH:8]([C:3]2[CH:4]=[CH:5][CH:6]=[CH:7][C:2]=2[CH3:1])[NH:12][C:13]([NH:15][C:16]2[CH:21]=[CH:20][C:19]([Cl:22])=[CH:18][CH:17]=2)=[O:14])=[CH:34][CH:35]=1. Yields the product O=C1N(CCOC1)C1=CC=C(C=C1)NC(C(NC(=O)NC1=CC=C(C=C1)Cl)C1=C(C=CC=C1)C)=O (N-[4-(3-oxo-morpholin-4-yl)phenyl]-2-(2-methylphenyl)-2-(4-chlorophenylaminocarbonylamino)-acetamide). Solvent: CN(C)C=O (DMF). Run at time 8 hour.